Dataset: the Open Reaction Database (ORD), a public repository of structured organic reaction records. Task: describe an organic reaction: reactants, conditions, products, and yield Reactants: C(C)(C)(C)OO (tBuOOH), C(C)(C)(C)OC(=O)NCC1=CC=C(C=C1)C[C@@H]([C@@H](C(=C)C)O)NC(OCC1=CC=CC=C1)=O (Benzyl ((2S,3R)-1-(4-((tert-butyloxycarbonylamino)methyl)phenyl)-3-hydroxy-4-methylpent-4-en-2-yl)carbamate), CC(=O)OI1(C=2C=CC=CC2C(=O)O1)(OC(=O)C)OC(=O)C (Dess-Martin periodinane), C(=O)(O)[O-].[Na+] (NaHCO3), [O-]S(=O)(=S)[O-].[Na+].[Na+] (Na2S2O3). The reagents and catalysts are C/C(=C\C(=O)C)/O.C/C(=C\C(=O)C)/O.O=[V] (vanadyl acetylacetonate). Run in C(Cl)Cl (DCM), CCOC(=O)C (EtOAc). Run at temperature 0 celsius. Yields the product C(C)(C)(C)OC(=O)NCC1=CC=C(C=C1)C[C@@H](C(=O)[C@@]1(OC1)C)NC(OCC1=CC=CC=C1)=O (Benzyl ((S)-3-(4-((tert-butyloxycarbonylamino)methyl)phenyl)-1-((R)-2-methyloxiran-2-yl)-1-oxopropan-2-yl)carbamate), oil. Isolated yield 55.8%. RXN SMILES: [C:1]([O:5][C:6]([NH:8][CH2:9][C:10]1[CH:15]=[CH:14][C:13]([CH2:16][C@H:17]([NH:23][C:24](=[O:33])[O:25][CH2:26][C:27]2[CH:32]=[CH:31][CH:30]=[CH:29][CH:28]=2)[C@H:18]([OH:22])[C:19]([CH3:21])=[CH2:20])=[CH:12][CH:11]=1)=[O:7])([CH3:4])([CH3:3])[CH3:2].C([O:38]O)(C)(C)C.CC(OI1(OC(C)=O)(OC(C)=O)OC(=O)C2C=CC=CC1=2)=O.C([O-])(O)=O.[Na+].[O-]S([O-])(=S)=O.[Na+].[Na+]>C(Cl)Cl.C/C(/O)=C\C(C)=O.C/C(/O)=C\C(C)=O.O=[V].CCOC(C)=O>[C:1]([O:5][C:6]([NH:8][CH2:9][C:10]1[CH:15]=[CH:14][C:13]([CH2:16][C@H:17]([NH:23][C:24](=[O:33])[O:25][CH2:26][C:27]2[CH:28]=[CH:29][CH:30]=[CH:31][CH:32]=2)[C:18]([C@@:19]2([CH3:21])[CH2:20][O:38]2)=[O:22])=[CH:12][CH:11]=1)=[O:7])([CH3:2])([CH3:3])[CH3:4] |f:3.4,5.6.7,9.10.11|. Reported procedure: Allylic alcohol 13 (1.79 g, 3.94 mmol) was dissolved in DCM (25 mL) and cooled to 0° C. after which vanadyl acetylacetonate (0.1 eq., 0.4 mmol, 107 mg) and tBuOOH (3 eq., 12.0 mmol, 2.18 mL; 5.5 M in decane) were added and the mixture was stirred at 0° C. until TLC analysis indicated complete consumption of starting material after 2 hours. The mixture was concentrated under reduced pressure, redissolved in EtOAc and extracted with half sat. aq. NaHCO3, H2O and brine, dried over MgSO4 and concent... As a reaction SMILES: [O:1]1[C:5]2[CH:6]=[CH:7][CH:8]=[C:9]([C@@H:10]([NH2:12])[CH3:11])[C:4]=2[O:3][CH2:2]1.C([O:17][C:18]([C:20]1[CH:25]=[CH:24][CH:23]=[CH:22][C:21]=1[C:26]1[CH:31]=[CH:30][C:29]([CH2:32][N:33]2[C:41]3[C:36](=[CH:37][C:38]([C:42](O)=[O:43])=[CH:39][CH:40]=3)[C:35]([CH3:45])=[C:34]2[CH3:46])=[CH:28][CH:27]=1)=[O:19])(C)(C)C>>[O:1]1[C:5]2[CH:6]=[CH:7][CH:8]=[C:9]([C@@H:10]([NH:12][C:42]([C:38]3[CH:37]=[C:36]4[C:41](=[CH:40][CH:39]=3)[N:33]([CH2:32][C:29]3[CH:28]=[CH:27][C:26]([C:21]5[C:20]([C:18]([OH:19])=[O:17])=[CH:25][CH:24]=[CH:23][CH:22]=5)=[CH:31][CH:30]=3)[C:34]([CH3:46])=[C:35]4[CH3:45])=[O:43])[CH3:11])[C:4]=2[O:3][CH2:2]1. Reported procedure: The title compound was prepared following the same general protocol as described in Step 8-9, Example 1, using (S)-1-(benzo[d][1,3]dioxol-4-yl)ethanamine and 1-((2′-(tert-butoxycarbonyl)-[1,1′-biphenyl]-4-yl)methyl)-2,3-dimethyl-1H-indole-5-carboxylic acid. ESI-MS (m/z): 547 [M+H]+. Reactants: O1COC2=C1C=CC=C2[C@H](C)N ((S)-1-(benzo[d][1,3]dioxol-4-yl)ethanamine), C(C)(C)(C)OC(=O)C1=C(C=CC=C1)C1=CC=C(C=C1)CN1C(=C(C2=CC(=CC=C12)C(=O)O)C)C (1-((2′-(tert-butoxycarbonyl)-[1,1′-biphenyl]-4-yl)methyl)-2,3-dimethyl-1H-indole-5-carboxylic acid). Yields the product O1COC2=C1C=CC=C2[C@H](C)NC(=O)C=2C=C1C(=C(N(C1=CC2)CC2=CC=C(C=C2)C=2C(=CC=CC2)C(=O)O)C)C ((S)-4′-((5-((1-(benzo[d][1,3]dioxol-4-yl)ethyl)carbamoyl)-2,3-dimethyl-1H-indol-1-yl)methyl)-[1,1′-biphenyl]-2-carboxylic acid). Reactants: COC(CN1CC(C(=O)N(C)Cc2ccc(Cl)c(Cl)c2)=C(O)C1=O)OC, Fc1ccc(N2CCNCC2)cc1. Yields the product CN(Cc1ccc(Cl)c(Cl)c1)C(=O)C1=C(O)C(=O)N(CCN2CCN(c3ccc(F)cc3)CC2)C1. As a reaction SMILES: [Cl:1][c:2]1[cH:3][c:4]([CH2:5][N:6]([C:7](=[O:8])[C:9]2=[C:13]([OH:14])[C:12](=[O:15])[N:11]([CH2:16][CH:17]([O:18][CH3:19])[O:20][CH3:21])[CH2:10]2)[CH3:22])[cH:23][cH:24][c:25]1[Cl:26].[F:27][c:28]1[cH:29][cH:30][c:31]([N:34]2[CH2:35][CH2:36][NH:37][CH2:38][CH2:39]2)[cH:32][cH:33]1>>[Cl:1][c:2]1[cH:3][c:4]([CH2:5][N:6]([C:7](=[O:8])[C:9]2=[C:13]([OH:14])[C:12](=[O:15])[N:11]([CH2:16][CH2:17][N:37]3[CH2:36][CH2:35][N:34]([c:31]4[cH:30][cH:29][c:28]([F:27])[cH:33][cH:32]4)[CH2:39][CH2:38]3)[CH2:10]2)[CH3:22])[cH:23][cH:24][c:25]1[Cl:26]. Run in C(C)O (ethanol). As a reaction SMILES: [CH2:1]([NH:8][CH:9]1[CH2:14][CH2:13][CH:12]([C:15]2[CH:25]=[CH:24][C:18]([C:19]([O:21][CH2:22][CH3:23])=[O:20])=[CH:17][CH:16]=2)[CH2:11][CH2:10]1)[C:2]1[CH:7]=[CH:6][CH:5]=[CH:4][CH:3]=1.[CH2:26]([O:33][C:34]1[CH:39]=[CH:38][C:37]([O:40][CH2:41][C@H:42]2[O:44][CH2:43]2)=[CH:36][C:35]=1[S:45]([CH3:48])(=[O:47])=[O:46])[C:27]1[CH:32]=[CH:31][CH:30]=[CH:29][CH:28]=1.Cl>C(O)C>[CH2:1]([N:8]([CH2:43][C@H:42]([OH:44])[CH2:41][O:40][C:37]1[CH:38]=[CH:39][C:34]([O:33][CH2:26][C:27]2[CH:32]=[CH:31][CH:30]=[CH:29][CH:28]=2)=[C:35]([S:45]([CH3:48])(=[O:47])=[O:46])[CH:36]=1)[C@H:9]1[CH2:10][CH2:11][C@H:12]([C:15]2[CH:16]=[CH:17][C:18]([C:19]([O:21][CH2:22][CH3:23])=[O:20])=[CH:24][CH:25]=2)[CH2:13][CH2:14]1)[C:2]1[CH:3]=[CH:4][CH:5]=[CH:6][CH:7]=1. Product: C(C1=CC=CC=C1)N([C@@H]1CC[C@H](CC1)C1=CC=C(C(=O)OCC)C=C1)C[C@@H](COC1=CC(=C(C=C1)OCC1=CC=CC=C1)S(=O)(=O)C)O (ethyl trans-4-[4-(benzyl{(2S)-3-[4-(benzyloxy)-3-(methylsulfonyl)phenoxy]-2-hydroxypropyl}amino)cyclohexyl]benzoate). Reported procedure: This product is obtained by carrying out the procedure as described in Preparation 1.2 above, using ethyl 4-[4-(benzylamino)cyclohexyl]benzoate and 4-benzyloxy-3-methylsulfonyl-1-((2S)-2,3-epoxypropoxy)benzene, described in patent application WO 99/65895, and without adding thereto the hydrochloric acid solution in ethanol. [M+H+]=672. The reactants are C(C1=CC=CC=C1)NC1CCC(CC1)C1=CC=C(C(=O)OCC)C=C1 (ethyl 4-[4-(benzylamino)cyclohexyl]benzoate), C(C1=CC=CC=C1)OC1=C(C=C(C=C1)OC[C@@H]1CO1)S(=O)(=O)C (4-benzyloxy-3-methylsulfonyl-1-((2S)-2,3-epoxypropoxy)benzene), Cl (hydrochloric acid). Starting materials: C(C)(C)(C)OC(=O)N1C(=CC=C1C)C (2,5-dimethyl-pyrrole-1-carboxylic acid tert-butyl ester), C(#CC(=O)OC)C(=O)OC (dimethyl acetylenedicarboxylate). The product is COC(=O)C=1C2(C=CC(C1C(=O)OC)(N2C(=O)OC(C)(C)C)C)C (1,4-Dimethyl-7-aza-bicyclo[2.2.1]hepta-2,5-diene-2,3,7-tricarboxylic acid 7-tert-butyl ester 2,3-dimethyl ester). Yield: 50.0%. RXN SMILES: [C:1]([O:5][C:6]([N:8]1[C:12]([CH3:13])=[CH:11][CH:10]=[C:9]1[CH3:14])=[O:7])([CH3:4])([CH3:3])[CH3:2].[C:15]([C:21]([O:23][CH3:24])=[O:22])#[C:16][C:17]([O:19][CH3:20])=[O:18]>>[CH3:20][O:19][C:17]([C:16]1[C:12]2([CH3:13])[N:8]([C:6]([O:5][C:1]([CH3:4])([CH3:3])[CH3:2])=[O:7])[C:9]([CH3:14])([C:15]=1[C:21]([O:23][CH3:24])=[O:22])[CH:10]=[CH:11]2)=[O:18]. Procedure: A mixture of crude 2,5-dimethyl-pyrrole-1-carboxylic acid tert-butyl ester (prepared according to a literature (Haiser, H.-P.; et al. J. Org. Chem. 1984 49(22) 4203–4209); 500 mg) and dimethyl acetylenedicarboxylate (0.5 mL, ca 4 eq) was stirred at 120° C. under argon for 2 h. Purification by silica gel flash chomatography on SiO2 eluting with EtOAc/heptane (gradient from 1:20 to 1:2 ratio) gave compound 780A (166 mg, 50% yield) as a colorless liquid. HPLC: 90% at 3.67 min (retention time) (YMC ... Reactants: CC(C(=O)Cl)CCC (2-methyvaleryl chloride), C1(=CC=CC=C1)SC (thioanisole). The product is CC(C(=O)C1=CC=C(C=C1)SC)CCC (2-Methyl-1-(4-methylthiophenyl)-pentan-1-one). RXN SMILES: [CH3:1][CH:2]([CH2:6][CH2:7][CH3:8])[C:3](Cl)=[O:4].[C:9]1([S:15][CH3:16])[CH:14]=[CH:13][CH:12]=[CH:11][CH:10]=1>>[CH3:1][CH:2]([CH2:6][CH2:7][CH3:8])[C:3]([C:12]1[CH:13]=[CH:14][C:9]([S:15][CH3:16])=[CH:10][CH:11]=1)=[O:4]. Reported procedure: Following the procedure described for Example 1, Step 1, the title compound was prepared from 2-methyvaleryl chloride and thioanisole.